Dataset: the Open Reaction Database (ORD), a public repository of structured organic reaction records. Task: describe an organic reaction: reactants, conditions, products, and yield Starting materials: N1(C=NC=C1)CC1=CC=C(C=C1)C1=C(C=CC(=C1)CC(C)C)S(=O)(=O)NC(C)(C)C (2-(4-imidazol-1-ylmethylphenyl)-4-iso-butyl-N-tert-butylbenzene-sulfonamide), crude product, N1(CCCC1)C1=NC=CC=C1 (Pyrrolidinopyridine), ClC(=O)OCCCC (butyl chloroformate). The solvent is N1=CC=CC=C1 (pyridine). Run at time 30 hour. Yields the product C(CCC)OC(=O)NS(=O)(=O)C1=C(C=C(C=C1)CC(C)C)C1=CC=C(C=C1)CN1C=NC=C1 (N-Butyloxycarbonyl-2-(4-imidazol-1-ylmethylphenyl)-4-iso-butylbenzene-sulfonamide). The yield is 68.0%. As a reaction SMILES: N1(C2C=CC=CN=2)CCCC1.Cl[C:13]([O:15][CH2:16][CH2:17][CH2:18][CH3:19])=[O:14].[N:20]1([CH2:25][C:26]2[CH:31]=[CH:30][C:29]([C:32]3[CH:37]=[C:36]([CH2:38][CH:39]([CH3:41])[CH3:40])[CH:35]=[CH:34][C:33]=3[S:42]([NH:45]C(C)(C)C)(=[O:44])=[O:43])=[CH:28][CH:27]=2)[CH:24]=[CH:23][N:22]=[CH:21]1>N1C=CC=CC=1>[CH2:16]([O:15][C:13]([NH:45][S:42]([C:33]1[CH:34]=[CH:35][C:36]([CH2:38][CH:39]([CH3:41])[CH3:40])=[CH:37][C:32]=1[C:29]1[CH:30]=[CH:31][C:26]([CH2:25][N:20]2[CH:24]=[CH:23][N:22]=[CH:21]2)=[CH:27][CH:28]=1)(=[O:43])=[O:44])=[O:14])[CH2:17][CH2:18][CH3:19]. Procedure details: The crude product from step (d) above was dissolved in pyridine (2 mL, dried over 4 Å molecular sieve). Pyrrolidinopyridine (36 mg, 0.024 mmol) and butyl chloroformate (276 μL, 2.23 mmol) were added to the mixture, which was then stirred for 30 h under N2 (g) at room temperature. The solvent was removed in vacuo and then co-evaporated with acetonitrile. Purification using column chromatography with CHCl3:MeOH (10:1) as eluent yielded the title compound (66.7 mg, 0.142 mmol) in 68% yield (from 2-... The reactants are S(=S)(=O)([O-])[O-].[Na+].[Na+] (sodium thiosulfate), [Li].C(C)(C)[N-]C(C)C (lithium N,N-diisopropylamide), ClC1=NC=C(C=C1)F (2-chloro-5-fluoropyridine), II (iodine). The solvent is O (water), O.O1CCCC1 (water tetrahydrofuran), O1CCCC1 (tetrahydrofuran), O1CCCC1 (tetrahydrofuran), O1CCCC1 (tetrahydrofuran). Run at temperature -75 celsius, time 3 hour. The product is ClC1=NC=C(C(=C1)I)F (2-chloro-5-fluoro-4-iodopyridine). Yield: 46.7%. Reaction SMILES: [Cl:1][C:2]1[CH:7]=[CH:6][C:5]([F:8])=[CH:4][N:3]=1.[Li].C([N-]C(C)C)(C)C.[I:17]I.S([O-])([O-])(=O)=S.[Na+].[Na+]>O.O.O1CCCC1.O1CCCC1>[Cl:1][C:2]1[CH:7]=[C:6]([I:17])[C:5]([F:8])=[CH:4][N:3]=1 |f:1.2,4.5.6,8.9,^1:8|. Reported procedure: A tetrahydrofuran (5 ml) solution containing 2-chloro-5-fluoropyridine (500 mg) was added to a tetrahydrofuran (20 ml) solution containing lithium-N,N-diisopropylamide (2M tetrahydrofuran/ethylbenzene/heptane solution) (2.9 ml) at −75° C. in a nitrogen atmosphere, followed by stirring at −75° C. for 3 hours. Subsequently, a tetrahydrofuran (5 ml) solution containing iodine (1.16 g) was added, followed by stirring at −75° C. for 1 hour. Then, water/tetrahydrofuran (2 ml/8 ml), water (10 ml), and ... Starting materials: C(C)OP(=O)(\C(\C(=O)OCC)=C\C1=C(C=CC=C1)C#CCCCCCCCCCCC)OCC (Ethyl 2-(diethoxyphosphinyl)-3-[2-(1-tridecynyl)phenyl]-2-E-propenoate), O (water), Br[Si](C)(C)C (Bromotrimethylsilane), CC(=O)C.CCCCCCC (Acetone heptane), O (water). Run in CC(=O)C (acetone), C(Cl)Cl (CH2Cl2). Run at temperature 0 celsius, time 5 hour. Product: P(=O)(O)(O)\C(\C(=O)OCC)=C\C1=C(C=CC=C1)C#CCCCCCCCCCCC (Ethyl E-2-phosphono-3-[2-(1-tridecynyl)phenyl]propenoate). The yield is 47.6%. As a reaction SMILES: C([O:3][P:4]([O:32]CC)(/[C:6](=[CH:12]/[C:13]1[CH:18]=[CH:17][CH:16]=[CH:15][C:14]=1[C:19]#[C:20][CH2:21][CH2:22][CH2:23][CH2:24][CH2:25][CH2:26][CH2:27][CH2:28][CH2:29][CH2:30][CH3:31])/[C:7]([O:9][CH2:10][CH3:11])=[O:8])=[O:5])C.Br[Si](C)(C)C.CC(C)=O.CCCCCCC.O>C(Cl)Cl.CC(C)=O>[P:4](/[C:6](=[CH:12]/[C:13]1[CH:18]=[CH:17][CH:16]=[CH:15][C:14]=1[C:19]#[C:20][CH2:21][CH2:22][CH2:23][CH2:24][CH2:25][CH2:26][CH2:27][CH2:28][CH2:29][CH2:30][CH3:31])/[C:7]([O:9][CH2:10][CH3:11])=[O:8])([OH:32])([OH:5])=[O:3] |f:2.3|. Procedure: Ethyl 2-(diethoxyphosphinyl)-3-[2-(1-tridecynyl)phenyl]-2-E-propenoate (0.50 g, 1.02 mmol) prepared according to Example 5 was dissolved in dry CH2Cl2 (3 ml) and CD2Cl2 (2 ml, dried over activated neutral alumina) and cooled to 0° C. Bromotrimethylsilane (0.31 ml, 2.35 mmol) was added over a two to three minute period. The progress of the reaction was monitored by 31 p NMR, to follow disappearance of the starting material. After about 5 hours, the solvent was removed under reduced pressure. Acet... Starting materials: C=CCN1C(=O)C(CC)N(C(=O)c2ccc(OC)cc2)c2cc(F)ccc21, CCC1C(=O)N(C)c2cc(F)ccc2N1C(=O)c1ccc(O)cc1. The product is C=CCN1C(=O)C(CC)N(C(=O)c2ccc(O)cc2)c2cc(F)ccc21. Reaction SMILES: [CH2:1]([CH:2]=[CH2:3])[N:4]1[C:5](=[O:27])[CH:6]([CH2:25][CH3:26])[N:7]([C:15]([c:16]2[cH:17][cH:18][c:19]([O:22][CH3:23])[cH:20][cH:21]2)=[O:24])[c:8]2[cH:9][c:10]([F:14])[cH:11][cH:12][c:13]21.[CH2:28]([CH:29]1[N:30]([C:31](=[O:32])[c:33]2[cH:34][cH:35][c:36]([OH:37])[cH:38][cH:39]2)[c:40]2[c:41]([cH:42][c:43]([F:44])[cH:45][cH:46]2)[N:47]([CH3:48])[C:49]1=[O:50])[CH3:51]>>[CH2:1]([CH:2]=[CH2:3])[N:4]1[C:5](=[O:27])[CH:6]([CH2:25][CH3:26])[N:7]([C:15]([c:16]2[cH:17][cH:18][c:19]([OH:22])[cH:20][cH:21]2)=[O:24])[c:8]2[cH:9][c:10]([F:14])[cH:11][cH:12][c:13]21. As a reaction SMILES: [C:1]([CH3:2])([CH3:3])([CH3:4])[Si:5]([O:6][CH:7]1[CH2:8][CH2:9][C:10](=[O:13])[NH:11][CH2:12]1)([CH3:14])[CH3:15].[CH2:33]1[O:34][CH2:35][CH2:36][CH2:37]1.[H-:16].[Na+:17].[O:18]([c:19]1[cH:20][cH:21][cH:22][cH:23][cH:24]1)[c:25]1[cH:26][cH:27][c:28]([CH2:29][Cl:30])[cH:31][cH:32]1>>[C:1]([CH3:2])([CH3:3])([CH3:4])[Si:5]([O:6][CH:7]1[CH2:8][CH2:9][C:10](=[O:13])[N:11]([CH2:29][c:28]2[cH:27][cH:26][c:25]([O:18][c:19]3[cH:20][cH:21][cH:22][cH:23][cH:24]3)[cH:32][cH:31]2)[CH2:12]1)([CH3:14])[CH3:15]. Yields the product CC(C)(C)[Si](C)(C)OC1CCC(=O)N(Cc2ccc(Oc3ccccc3)cc2)C1. The reactants are CC(C)(C)[Si](C)(C)OC1CCC(=O)NC1, C1CCOC1, [H-], [Na+], ClCc1ccc(Oc2ccccc2)cc1. Reactants: NC[C@H]1N(CCC[C@H]1C)C(=O)C1=C(C=C(C=C1)F)C1=NC=CC=N1 (((2S,3R)-2-(aminomethyl)-3-methylpiperidin-1-yl)(4-fluoro-2-(pyrimidin-2-yl)phenyl)methanone), ClC1=NC=C(C=N1)C(F)(F)F (2-chloro-5-(trifluoromethyl)pyrimidine). Product: FC1=CC(=C(C=C1)C(=O)N1[C@@H]([C@@H](CCC1)C)CNC1=NC=C(C=N1)C(F)(F)F)C1=NC=CC=N1 ((4-Fluoro-2-(pyrimidin-2-yl)phenyl)((2S,3R)-3-methyl-2-(((5-(trifluoromethyl)pyrimidin-2-yl)amino)methyl)piperidin-1-yl)methanone). RXN SMILES: [NH2:1][CH2:2][C@@H:3]1[C@H:8]([CH3:9])[CH2:7][CH2:6][CH2:5][N:4]1[C:10]([C:12]1[CH:17]=[CH:16][C:15]([F:18])=[CH:14][C:13]=1[C:19]1[N:24]=[CH:23][CH:22]=[CH:21][N:20]=1)=[O:11].Cl[C:26]1[N:31]=[CH:30][C:29]([C:32]([F:35])([F:34])[F:33])=[CH:28][N:27]=1>>[F:18][C:15]1[CH:16]=[CH:17][C:12]([C:10]([N:4]2[CH2:5][CH2:6][CH2:7][C@@H:8]([CH3:9])[C@H:3]2[CH2:2][NH:1][C:26]2[N:31]=[CH:30][C:29]([C:32]([F:35])([F:34])[F:33])=[CH:28][N:27]=2)=[O:11])=[C:13]([C:19]2[N:20]=[CH:21][CH:22]=[CH:23][N:24]=2)[CH:14]=1. Reported procedure: The title compound was prepared following the same general protocol as described for Example A1 using ((2S,3R)-2-(aminomethyl)-3-methylpiperidin-1-yl)(4-fluoro-2-(pyrimidin-2-yl)phenyl)methanone and 2-chloro-5-(trifluoromethyl)pyrimidine. ESI-MS (m/z): 475 [M+1]+. 1H NMR (300 MHz, DMSO-d6) δ 9.00-6.70 (m, 9H), 4.95-2.75 (m, 5H), 2.00-0.65 (m, 8H).